Dataset: the Open Reaction Database (ORD), a public repository of structured organic reaction records. Task: describe an organic reaction: reactants, conditions, products, and yield As a reaction SMILES: [C:1]([O:5][C:6]([NH:8][C:9]([CH3:19])(/[CH:14]=[CH:15]\[CH2:16][C:17]#[N:18])[C:10]([O:12]C)=[O:11])=[O:7])([CH3:4])([CH3:3])[CH3:2].[OH-].[K+:21]>O>[K+:21].[C:1]([O:5][C:6]([NH:8][C:9]([CH3:19])(/[CH:14]=[CH:15]\[CH2:16][C:17]#[N:18])[C:10]([O-:12])=[O:11])=[O:7])([CH3:4])([CH3:3])[CH3:2] |f:1.2,4.5|. The solvent is O (DI water). Reaction conditions: temperature 50 celsius, time 3 hour. The reactants are C(C)(C)(C)OC(=O)NC(C(=O)OC)(\C=C/CC#N)C (methyl (3Z)-2-[(tert-butoxycarbonyl)amino]-5-cyano-2-methylpent-3-enoate), [OH-].[K+] (KOH). Product: [K+].C(C)(C)(C)OC(=O)NC(C(=O)[O-])(\C=C/CC#N)C ((3Z)-2-[(tert-butoxycarbonyl)amino]-5-cyano-2-methylpent-3-enoic acid potassium salt). Procedure: The methyl (3Z)-2-[(tert-butoxycarbonyl)amino]-5-cyano-2-methylpent-3-enoate product of Example 1d is taken up in DI water. To this is added KOH and the reaction mixture is stirred at 50° C. for 3 h. It is then concentrated under reduced pressure to give the desired title product. Procedure details: A solution of trimethyl phosphonoacetate (5.5 mL) in dry tetrahydrofuran (25 mL) was added slowly to a cooled (cardice-acetone bath) suspension of sodium hydride (60% dispersion in oil, 1.34 g) in tetrahydrofuran (100 mL) under a nitrogen atmosphere such that the temperature of the reaction mixture remained between 0° C. and 10° C. during the addition. The resultant slurry was then cooled in an ice bath and stirred for 10 minutes prior to the addition of a solution of 4-[2-[N-methyl-N-(2-pyridyl... Reaction SMILES: [CH3:1][O:2][C:3]([CH2:5]P(OC)(OC)=O)=[O:4].C(=O)=O.CC(C)=O.[H-].[Na+].[CH3:21][N:22]([CH2:29][CH2:30][O:31][C:32]1[CH:39]=[CH:38][C:35]([CH:36]=O)=[CH:34][CH:33]=1)[C:23]1[CH:28]=[CH:27][CH:26]=[CH:25][N:24]=1>O1CCCC1>[CH3:21][N:22]([CH2:29][CH2:30][O:31][C:32]1[CH:33]=[CH:34][C:35](/[CH:36]=[CH:5]/[C:3]([O:2][CH3:1])=[O:4])=[CH:38][CH:39]=1)[C:23]1[CH:28]=[CH:27][CH:26]=[CH:25][N:24]=1 |f:1.2,3.4|. Run in O1CCCC1 (tetrahydrofuran), O1CCCC1 (tetrahydrofuran), O1CCCC1 (tetrahydrofuran). Run at time 10 minute. Starting materials: CN(C1=NC=CC=C1)CCOC1=CC=C(C=O)C=C1 (4-[2-[N-methyl-N-(2-pyridyl)amino]ethoxy]benzaldehyde), COC(=O)CP(=O)(OC)OC (trimethyl phosphonoacetate), C(=O)=O.CC(=O)C (cardice acetone), [H-].[Na+] (sodium hydride). Product: CN(C1=NC=CC=C1)CCOC1=CC=C(C=C1)/C=C/C(=O)OC (Methyl E-3-[4-[2-[N-methyl-N-(2-pyridyl)amino]ethoxy]phenyl]prop-2-enoate). Reactants: COC(C)(C)C, [Li]CCCC, C=CCN=C=O, C1CCOC1, CCOCOCC, C#C[Si](C)(C)C, C[Si](C)(C)Cl, CC(C)[N-]C(C)C, [Li+]. Product: C=CCNC(=O)C#C[Si](C)(C)C. As a reaction SMILES: [C:38]([O:39][CH3:40])([CH3:41])([CH3:42])[CH3:43].[CH2:14]([Li:15])[CH2:16][CH2:17][CH3:18].[CH2:27]([CH:28]=[CH2:29])[N:30]=[C:31]=[O:32].[CH2:44]1[O:45][CH2:46][CH2:47][CH2:48]1.[CH2:7]([O:8][CH2:9][O:10][CH2:11][CH3:12])[CH3:13].[CH3:1][Si:2]([CH3:3])([CH3:4])[C:5]#[CH:6].[CH3:33][Si:34]([Cl:35])([CH3:36])[CH3:37].[CH:19]([N-:20][CH:21]([CH3:22])[CH3:23])([CH3:24])[CH3:25].[Li+:26]>>[CH3:1][Si:2]([CH3:3])([CH3:4])[C:5]#[C:6][C:31]([NH:30][CH2:27][CH:28]=[CH2:29])=[O:32].